From a dataset of the Open Reaction Database (ORD), a public repository of structured organic reaction records. describe an organic reaction: reactants, conditions, products, and yield The reactants are Cc1nc2cnc3ccccc3c2n1CC(C)C, CON(C)C(C)=O, CC(C)[N-]C(C)C, [Li+], C1CCOC1. Yields the product CC(=O)Cc1nc2cnc3ccccc3c2n1CC(C)C. As a reaction SMILES: [CH3:1][c:2]1[n:3]([CH2:15][CH:16]([CH3:17])[CH3:18])[c:4]2[c:5]([cH:6][n:7][c:8]3[cH:9][cH:10][cH:11][cH:12][c:13]23)[n:14]1.[CH3:27][O:28][N:29]([C:30]([CH3:31])=[O:32])[CH3:33].[CH:19]([N-:20][CH:21]([CH3:22])[CH3:23])([CH3:24])[CH3:25].[Li+:26].[O:34]1[CH2:35][CH2:36][CH2:37][CH2:38]1>>[CH2:1]([c:2]1[n:3]([CH2:15][CH:16]([CH3:17])[CH3:18])[c:4]2[c:5]([cH:6][n:7][c:8]3[cH:9][cH:10][cH:11][cH:12][c:13]23)[n:14]1)[C:30]([CH3:31])=[O:32]. The reactants are C1CCOC1, N, [NH4+], [OH-], COC(=O)c1cccc2c1c1c(O)cccc1n2Cc1ccccn1. Yields the product NC(=O)c1cccc2c1c1c(O)cccc1n2Cc1ccccn1. Reaction SMILES: [CH2:27]1[O:28][CH2:29][CH2:30][CH2:31]1.[NH3:26].[NH4+:32].[OH-:33].[n:1]1[c:2]([CH2:7][n:8]2[c:9]3[cH:10][cH:11][cH:12][c:13]([C:22]([O:24][CH3:23])=[O:25])[c:14]3[c:15]3[c:16]([OH:21])[cH:17][cH:18][cH:19][c:20]23)[cH:3][cH:4][cH:5][cH:6]1>>[n:1]1[c:2]([CH2:7][n:8]2[c:9]3[cH:10][cH:11][cH:12][c:13]([C:22](=[O:24])[NH2:26])[c:14]3[c:15]3[c:16]([OH:21])[cH:17][cH:18][cH:19][c:20]23)[cH:3][cH:4][cH:5][cH:6]1.